Dataset: the Open Reaction Database (ORD), a public repository of structured organic reaction records. Task: describe an organic reaction: reactants, conditions, products, and yield The reactants are [C+4], Cc1cc(=O)[nH]c(C(Cc2ccc(O)c(C(C)(C)C)c2)NC(=O)C(NCC(=O)OCc2ccccc2)C(C)C)n1, CO, [H][H], [OH-], [OH-], [OH-], [OH-], [OH-], [OH-], [Pd+2]. The product is CNC(C(=O)NC(Cc1ccc(O)c(C(C)(C)C)c1)c1nc(C)cc(=O)[nH]1)C(C)C. RXN SMILES: [C+4:43].[CH2:1]([O:2][C:3](=[O:4])[CH2:11][NH:12][CH:13]([C:14](=[O:15])[NH:16][CH:17]([CH2:18][c:19]1[cH:20][c:21]([C:26]([CH3:27])([CH3:28])[CH3:29])[c:22]([OH:25])[cH:23][cH:24]1)[c:30]1[n:31][c:32]([CH3:37])[cH:33][c:34](=[O:36])[nH:35]1)[CH:38]([CH3:39])[CH3:40])[c:5]1[cH:6][cH:7][cH:8][cH:9][cH:10]1.[CH3:51][OH:52].[H:41][H:42].[OH-:44].[OH-:46].[OH-:47].[OH-:48].[OH-:49].[OH-:50].[Pd+2:45]>>[CH3:11][NH:12][CH:13]([C:14](=[O:15])[NH:16][CH:17]([CH2:18][c:19]1[cH:20][c:21]([C:26]([CH3:27])([CH3:28])[CH3:29])[c:22]([OH:25])[cH:23][cH:24]1)[c:30]1[n:31][c:32]([CH3:37])[cH:33][c:34](=[O:36])[nH:35]1)[CH:38]([CH3:39])[CH3:40]. Starting materials: [C-]#N.[Na+] (sodium cyanide), CN1C=NC=C1 (1-methyl-1H-imidazole), NC1=C(C(=O)NC)C=C(C=C1C)Br (2-amino-5-bromo-N,3-dimethylbenzamide), CC1=CC=CC2=CC=CC=C12 (1-methylnaphthalene). The reagents and catalysts are [Cu]I (copper(I) iodide). The solvent is O (Water). The product is NC1=C(C(=O)NC)C=C(C=C1C)C#N (2-amino-5-cyano-N,3-dimethylbenzamide). RXN SMILES: [NH2:1][C:2]1[C:11]([CH3:12])=[CH:10][C:9](Br)=[CH:8][C:3]=1[C:4]([NH:6][CH3:7])=[O:5].CC1C2C(=CC=CC=2)C=CC=1.[C-]#N.[Na+].[CH3:28][N:29]1C=CN=C1>[Cu]I.O>[NH2:1][C:2]1[C:11]([CH3:12])=[CH:10][C:9]([C:28]#[N:29])=[CH:8][C:3]=1[C:4]([NH:6][CH3:7])=[O:5] |f:2.3|. Reported procedure: A 100-mL, three-necked flask equipped with a mechanical stirrer, thermometer and condenser was charged with 2-amino-5-bromo-N,3-dimethylbenzamide (prepared by the method of Reference Example 1) (5.0 g, 0.02 mol, 99.1% purity) and 1-methylnaphthalene (20 g) while maintaining a flow of nitrogen through a gas inlet line connected to the condenser. The reaction mixture was stirred at room temperature and sodium cyanide (ground to a powder just prior to use) (1.25 g, 0.024 mol, assuming 95% purity), ...